Dataset: the Open Reaction Database (ORD), a public repository of structured organic reaction records. Task: describe an organic reaction: reactants, conditions, products, and yield Reactants: C(C)C1=CC(=CC=2CC3=C(C(CC21)CC(=O)O)C=CC=C3)OCCC3=NC(=CC=C3)NCC (Ethyl (±)-10,11-dihydro-3-[2-[6-(ethylamino)-2-pyridyl]-1-ethoxy]-5H-dibenzo[a,d]cycloheptene-10-acetic acid), [OH-].[Na+] (NaOH). The solvent is CO (MeOH). Run at time 8 hour. The product is C(C)NC1=CC=CC(=N1)CCOC=1C=CC2=C(CC3=C(C(C2)CC(=O)O)C=CC=C3)C1 ((±)-10,11-Dihydro-3-[2-[6-(ethylamino)-2-pyridyl]-1-ethoxy]-5H-dibenzo[a,d]cycloheptene-10-acetic Acid). As a reaction SMILES: C([C:3]1[C:13]2[CH2:12][CH:11]([CH2:14][C:15]([OH:17])=[O:16])[C:10]3[CH:18]=[CH:19][CH:20]=[CH:21][C:9]=3[CH2:8][C:7]=2[CH:6]=[C:5]([O:22][CH2:23][CH2:24][C:25]2[CH:30]=[CH:29][CH:28]=[C:27]([NH:31][CH2:32][CH3:33])[N:26]=2)[CH:4]=1)C.[OH-].[Na+]>CO>[CH2:32]([NH:31][C:27]1[N:26]=[C:25]([CH2:24][CH2:23][O:22][C:5]2[CH:4]=[CH:3][C:13]3[CH2:12][CH:11]([CH2:14][C:15]([OH:17])=[O:16])[C:10]4[CH:18]=[CH:19][CH:20]=[CH:21][C:9]=4[CH2:8][C:7]=3[CH:6]=2)[CH:30]=[CH:29][CH:28]=1)[CH3:33] |f:1.2|. Procedure: Ethyl (±)-10,11-dihydro-3-[2-[6-(ethylamino)-2-pyridyl]-1-ethoxy]-5H-dibenzo[a,d]cycloheptene-10-acetic acid (80 mg, 0.18 mmol) was dissolved in MeOH (3 mL), and 1.0 N NaOH (0.22 mL, 0.22 mmol) was added. The solution was stirred at RT overnight, then was concentrated in vacuum. The residue was dissolved in H2O (3 mL), and the solution was acidified with 20% TFA. Chromatography on C-18 Bond Elute (30% CH3CN/H2O containing 0.1% TFA) gave the title compound as a white solid: MS(ES) 417 (M+H)+. Ana... The reactants are C(C(=O)[C@H]([C@@H](C(=O)C(=O)O)O)O)O (2,5-diketo-D-gluconic acid), C(C(=O)[C@H]([C@@H](C(=O)C(=O)O)O)O)O (2,5-diketo-D-gluconic acid), C([C@@H]([C@H]([C@@H](C(=O)C(=O)O)O)O)O)O (2-keto-L-gulonic acid). Yields the product O=C[C@H](O)[C@@H](O)[C@H](O)[C@H](O)CO (D-glucose), C(C(=O)[C@H]([C@@H](C(=O)C(=O)O)O)O)O (2,5-diketo-D-gluconic acid). Reaction SMILES: [CH2:1]([OH:13])[C:2]([C@@H:4]([OH:12])[C@H:5]([OH:11])[C:6]([C:8](O)=[O:9])=[O:7])=[O:3].[CH2:14]([OH:26])[C@H:15]([OH:25])[C@@H:16]([OH:24])[C@H:17]([OH:23])[C:18]([C:20]([OH:22])=[O:21])=[O:19]>>[O:9]=[CH:8][C@@H:6]([C@H:5]([C@@H:4]([C@@H:2]([CH2:1][OH:13])[OH:3])[OH:12])[OH:11])[OH:7].[CH2:14]([OH:26])[C:15]([C@@H:16]([OH:24])[C@H:17]([OH:23])[C:18]([C:20]([OH:22])=[O:21])=[O:19])=[O:25]. Reported procedure: The present inventors have now found the fact that the 2,5-diketo-D-gluconic acid producing strain and the 2-keto-L-gulonic acid producing strain can coexist in the same fermentation broth and that the 2,5-diketo-D-gluconic acid produced from D-glucose by the 2,5-diketo-D-gluconic acid producing strain accumulated in a crude state, can be utilized by the 2-keto-L-gulonic acid producing strain without any disadvantages, and that the aforesaid undesired optical isomer which is by-produced along wi... The reactants are C12C(C3CC(CC(C1)C3)C2)NC(=O)N2CCC3(CC2)CNCC2=CC=CC=C23 (N-(2-adamantyl)-2,3-dihydro-1H-spiro[isoquinoline-4,4′-piperidine]-1′-carboxamide), CN(CCCC(=O)O)C (4-(dimethylamino)butanoic acid). The product is C12C(C3CC(CC(C1)C3)C2)NC(=O)N2CCC3(CC2)CN(CC2=CC=CC=C23)C(CCCN(C)C)=O (N-(2-Adamantyl)-2-(4-(dimethylamino)butanoyl)-2,3-dihydro-1H-spiro[isoquinoline-4,4′-piperidine]-1′-carboxamide). As a reaction SMILES: [CH:1]12[CH2:10][CH:5]3[CH2:6][CH:7]([CH2:9][CH:3]([CH2:4]3)[CH:2]1[NH:11][C:12]([N:14]1[CH2:19][CH2:18][C:17]3([C:28]4[C:23](=[CH:24][CH:25]=[CH:26][CH:27]=4)[CH2:22][NH:21][CH2:20]3)[CH2:16][CH2:15]1)=[O:13])[CH2:8]2.[CH3:29][N:30]([CH3:37])[CH2:31][CH2:32][CH2:33][C:34](O)=[O:35]>>[CH:1]12[CH2:10][CH:5]3[CH2:6][CH:7]([CH2:9][CH:3]([CH2:4]3)[CH:2]1[NH:11][C:12]([N:14]1[CH2:19][CH2:18][C:17]3([C:28]4[C:23](=[CH:24][CH:25]=[CH:26][CH:27]=4)[CH2:22][N:21]([C:34](=[O:35])[CH2:33][CH2:32][CH2:31][N:30]([CH3:37])[CH3:29])[CH2:20]3)[CH2:16][CH2:15]1)=[O:13])[CH2:8]2. Procedure details: The title compound was prepared from N-(2-adamantyl)-2,3-dihydro-1H-spiro[isoquinoline-4,4′-piperidine]-1′-carboxamide and 4-(dimethylamino)butanoic acid following the procedure of Example 110 Step 1. LC-MS Method 1 tR=2.4 min, m/z=493.38; 1HNMR (CD3OD) δ=1.55-1.73 (m, 4H), 1.80-1.94 (m, 8H), 1.95-2.10 (m, 8H), 2.66-2.72 (m, 2H), 2.82-2.92 (s, 6H), 3.05-3.19 (m, 2H), 3.19-3.28 (m, 2H), 3.80-3.92 (m, 1H), 3.92 (s, 3H), 3.93-4.04 (m, 1H), 4.72-4.80 (m, 2H), 5.78-5.95 (m, 1H), 7.15-7.30 (m, 3H), 7.... The reactants are O=C([O-])[O-], CC(=O)[O-], CC(=O)[O-], Cc1ccccc1, [Cs+], [Cs+], Cc1ccc2c(OS(=O)(=O)C(F)(F)F)cccc2n1, CC(C)(C)OC(=O)N1CCNCC1, [Pd+2], c1ccc(P(c2ccccc2)c2ccc3ccccc3c2-c2c(P(c3ccccc3)c3ccccc3)ccc3ccccc23)cc1. The product is Cc1ccc2c(N3CCN(C(=O)OC(C)(C)C)CC3)cccc2n1. As a reaction SMILES: [C:14](=[O:15])([O-:16])[O-:17].[C:92]([O-:93])(=[O:94])[CH3:95].[C:97]([O-:98])(=[O:99])[CH3:100].[CH3:85][c:86]1[cH:87][cH:88][cH:89][cH:90][cH:91]1.[Cs+:18].[Cs+:19].[F:66][C:67]([F:68])([F:69])[S:70]([O:71][c:72]1[c:73]2[cH:74][cH:75][c:76]([CH3:82])[n:77][c:78]2[cH:79][cH:80][cH:81]1)(=[O:83])=[O:84].[N:1]1([C:7](=[O:8])[O:9][C:10]([CH3:11])([CH3:12])[CH3:13])[CH2:2][CH2:3][NH:4][CH2:5][CH2:6]1.[Pd+2:96].[c:20]1([P:21]([c:22]2[cH:23][cH:24][cH:25][cH:26][cH:27]2)[c:28]2[cH:29][cH:30][c:31]3[c:32]([cH:33][cH:34][cH:35][cH:36]3)[c:37]2-[c:38]2[c:39]3[c:40]([cH:41][cH:42][cH:43][cH:44]3)[cH:45][cH:46][c:47]2[P:48]([c:49]2[cH:50][cH:51][cH:52][cH:53][cH:54]2)[c:55]2[cH:56][cH:57][cH:58][cH:59][cH:60]2)[cH:61][cH:62][cH:63][cH:64][cH:65]1>>[N:1]1([C:7](=[O:8])[O:9][C:10]([CH3:11])([CH3:12])[CH3:13])[CH2:2][CH2:3][N:4]([c:72]2[c:73]3[cH:74][cH:75][c:76]([CH3:82])[n:77][c:78]3[cH:79][cH:80][cH:81]2)[CH2:5][CH2:6]1. Starting materials: CC1=CC(=CC(=C1N)[N+](=O)[O-])[N+](=O)[O-] (6-methyl-2,4-dinitroaniline), C1(=CC=CC=C1)C (toluene), ClS(=O)(=O)N=C=O (chlorosulfonyl isocyanate), ClS(=O)(=O)NC(=O)N (chlorosulfonyl urea). Solvent: O (water). Yields the product CC1=CC(=CC(=C1NC(=O)N)[N+](=O)[O-])[N+](=O)[O-] (6-methyl-2,4-dinitrophenyl urea). As a reaction SMILES: [CH3:1][C:2]1[C:7]([NH2:8])=[C:6]([N+:9]([O-:11])=[O:10])[CH:5]=[C:4]([N+:12]([O-:14])=[O:13])[CH:3]=1.C1(C)C=CC=CC=1.ClS([N:26]=[C:27]=[O:28])(=O)=O.ClS(NC(N)=O)(=O)=O>O>[CH3:1][C:2]1[C:7]([NH:8][C:27]([NH2:26])=[O:28])=[C:6]([N+:9]([O-:11])=[O:10])[CH:5]=[C:4]([N+:12]([O-:14])=[O:13])[CH:3]=1. Procedure details: 40 of 6-methyl-2,4-dinitroaniline are stirred for 4 hours at 80° C. in 500 parts of toluene with 34 parts of chlorosulfonyl isocyanate. The suspension of the chlorosulfonyl urea obtained is mixed at 25° C. with 40 parts of water and saponified at 60° C. to give 6-methyl-2,4-dinitrophenyl urea. Solvent: CC(C)O (2-propanol), CC(C)O (2-propanol). Reported procedure: (2S,4S)-1-[2-[(4-Ethoxycarbonylbicyclo[2.2.2]-oct-1-yl)amino]acetyl]-4-fluoropyrrolidine-2-carboxamide (1.00 g) was dissolved in 2-propanol (10 mL) with heating, and a solution of 4-toluenesulfonic acid monohydrate (541 mg) in 2-propanol (4 mL) was added thereto. After ice-cooling and subsequent 1 hour of stirring, the precipitate were collected by filtration, washed with 2-propanol (5 mL) and then blast-dried at 60° C., thereby obtaining a colorless solid of (2S,4S)-1-[2-[(4-ethoxycarbonylbicyc... Product: C1(=CC=C(C=C1)S(=O)(=O)O)C.C(C)OC(=O)C12CCC(CC1)(CC2)NCC(=O)N2[C@@H](C[C@@H](C2)F)C(=O)N ((2S,4S)-1-[2-[(4-ethoxycarbonylbicyclo[2.2.2]-oct-1-yl)amino]acetyl]-4-fluoropyrrolidine-2-carboxamide 4-toluenesulfonate). Reaction SMILES: [CH2:1]([O:3][C:4]([C:6]12[CH2:13][CH2:12][C:9]([NH:14][CH2:15][C:16]([N:18]3[CH2:22][C@@H:21]([F:23])[CH2:20][C@H:19]3[C:24]([NH2:26])=[O:25])=[O:17])([CH2:10][CH2:11]1)[CH2:8][CH2:7]2)=[O:5])[CH3:2].O.[C:28]1([CH3:38])[CH:33]=[CH:32][C:31]([S:34]([OH:37])(=[O:36])=[O:35])=[CH:30][CH:29]=1>CC(O)C>[C:28]1([CH3:38])[CH:29]=[CH:30][C:31]([S:34]([OH:37])(=[O:35])=[O:36])=[CH:32][CH:33]=1.[CH2:1]([O:3][C:4]([C:6]12[CH2:13][CH2:12][C:9]([NH:14][CH2:15][C:16]([N:18]3[CH2:22][C@@H:21]([F:23])[CH2:20][C@H:19]3[C:24]([NH2:26])=[O:25])=[O:17])([CH2:10][CH2:11]1)[CH2:8][CH2:7]2)=[O:5])[CH3:2] |f:1.2,4.5|. Reactants: C(C)OC(=O)C12CCC(CC1)(CC2)NCC(=O)N2[C@@H](C[C@@H](C2)F)C(=O)N ((2S,4S)-1-[2-[(4-Ethoxycarbonylbicyclo[2.2.2]-oct-1-yl)amino]acetyl]-4-fluoropyrrolidine-2-carboxamide), O.C1(=CC=C(C=C1)S(=O)(=O)O)C (4-toluenesulfonic acid monohydrate). Yield: 87.3%. Reaction SMILES: [C:1]([O:5][C:6](=[O:14])[NH:7][CH2:8][CH2:9][NH:10][C:11]([NH2:13])=[S:12])([CH3:4])([CH3:3])[CH3:2].Br[CH:16]([CH3:20])[C:17](=O)[CH3:18].CCN(C(C)C)C(C)C>C(O)C>[C:1]([O:5][C:6](=[O:14])[NH:7][CH2:8][CH2:9][NH:10][C:11]1[S:12][C:16]([CH3:20])=[C:17]([CH3:18])[N:13]=1)([CH3:4])([CH3:2])[CH3:3]. Starting materials: C(C)(C)(C)OC(NCCNC(=S)N)=O ((2-thioureido-ethyl)-carbamic acid tert-butyl ester), BrC(C(C)=O)C (3-bromo-2-butanone), CCN(C(C)C)C(C)C (DIPEA). The product is C(C)(C)(C)OC(NCCNC=1SC(=C(N1)C)C)=O ([2-(4,5-Dimethyl-thiazol-2-ylamino)-ethyl]-carbamic acid tert-butyl ester). Procedure details: A solution of (2-thioureido-ethyl)-carbamic acid tert-butyl ester [CAS 331779-96-5] (3.6 g), 3-bromo-2-butanone (2.45 g), and DIPEA (5.5 ml) in ethanol (100 ml) was stirred overnight at RT and refluxed 1 hour. The mixture was concentrated. Ethyl acetate was added. Insoluble parts were filtered off and the remaining solution was extracted with brine. The organic layer was dried, evaporated and purified by flash chromatography yielding after crystallization 0.86 g of white crystals. Run in C(C)O (ethanol).